The task is: describe an organic reaction: reactants, conditions, products, and yield. This data is from the Open Reaction Database (ORD), a public repository of structured organic reaction records. Reactants: Cl, COCC1=Nc2c(nc(N)[nH]c2=O)NC1(C)C, O=[Pt]. The product is Cl, COCC1Nc2c(nc(N)[nH]c2=O)NC1(C)C. Reaction SMILES: [ClH:18].[NH2:1][c:2]1[n:3][c:4]2[c:9]([c:10](=[O:12])[nH:11]1)[N:8]=[C:7]([CH2:13][O:14][CH3:15])[C:6]([CH3:16])([CH3:17])[NH:5]2.[Pt:19]=[O:20]>>[ClH:18].[NH2:1][c:2]1[n:3][c:4]2[c:9]([c:10](=[O:12])[nH:11]1)[NH:8][CH:7]([CH2:13][O:14][CH3:15])[C:6]([CH3:16])([CH3:17])[NH:5]2.